From a dataset of the Open Reaction Database (ORD), a public repository of structured organic reaction records. describe an organic reaction: reactants, conditions, products, and yield The reactants are C(C)(C)(C)OC(=O)N1CCC(CC1)NC1=NC=C(C=N1)C(=O)O (2-(1-tert-butoxycarbonyl-piperidin-4-ylamino)-pyrimidine-5-carboxylic acid), Cl (HCl). Run in C(C)O (ethanol), O1CCOCC1 (dioxane). Product: Cl.Cl.N1CCC(CC1)NC1=NC=C(C=N1)C(=O)O (2-(Piperidin-4-ylamino)-pyrimidine-5-carboxylic acid dihydrochloride). As a reaction SMILES: C(OC([N:8]1[CH2:13][CH2:12][CH:11]([NH:14][C:15]2[N:20]=[CH:19][C:18]([C:21]([OH:23])=[O:22])=[CH:17][N:16]=2)[CH2:10][CH2:9]1)=O)(C)(C)C.[ClH:24]>C(O)C.O1CCOCC1>[ClH:24].[ClH:24].[NH:8]1[CH2:13][CH2:12][CH:11]([NH:14][C:15]2[N:16]=[CH:17][C:18]([C:21]([OH:23])=[O:22])=[CH:19][N:20]=2)[CH2:10][CH2:9]1 |f:4.5.6|. Procedure: A solution of 2-(1-tert-butoxycarbonyl-piperidin-4-ylamino)-pyrimidine-5-carboxylic acid (0.18 g, 0.56 mmol) in ethanol (5 mL) and 4 M HCl in dioxane (10 mL) was stirred at rt for 2 h. The solvent was removed under reduced pressure and the crude product used in the consecutive step without further purification assuming quantitative deprotection and formation of the dihydrochloride salt. MS (ISP): 223.3 [M+H]+.